This data is from the Open Reaction Database (ORD), a public repository of structured organic reaction records. The task is: describe an organic reaction: reactants, conditions, products, and yield Starting materials: ClC=1C2=C(SC1C(=O)Cl)C=C(C=C2)C (3-chloro-6-methyl-benzo[b] thiophene-2-carboxylic acid chloride), [OH-].[Na+] (sodium hydroxide), S(=O)(O)[O-].[Na+] (sodium hydrogen sulfite). Reagents/catalysts: [Cu]Cl (copper-(I)-chloride). The product is C(=O)(O)C1=C(C2=C(S1)C=C(C=C2)C)S(=O)(=O)[O-].[Na+] (Monosodium 2-carboxy-6-methyl-benzo[b] thiophene-3-sulfonate). Reaction SMILES: Cl[C:2]1[C:3]2[CH:13]=[CH:12][C:11]([CH3:14])=[CH:10][C:4]=2[S:5][C:6]=1[C:7](Cl)=[O:8].[OH-:15].[Na+:16].[S:17]([O-:20])([OH:19])=[O:18].[Na+]>[Cu]Cl>[C:7]([C:6]1[S:5][C:4]2[CH:10]=[C:11]([CH3:14])[CH:12]=[CH:13][C:3]=2[C:2]=1[S:17]([O-:20])(=[O:19])=[O:18])([OH:15])=[O:8].[Na+:16] |f:1.2,3.4,6.7|. Procedure: Prepared analogous to Example 1(a) from 3-chloro-6-methyl-benzo[b] thiophene-2-carboxylic acid chloride (m.p.: 124.5°-126° C.) by hydrolysis with aqueous sodium hydroxide solution and subsequent reaction with sodium hydrogen sulfite in the presence of copper-(I)-chloride as a catalyst. Reactants: C1(=CC=CC=C1)CCCCOC1=CC=C(C=C1)Br (4-(4-phenylbutoxy)bromobenzene), NC1=CC=CC=2C(C=C(OC21)C2=NN=NN2)=O (8-amino-4-oxo-2-(tetrazol-5-yl)-4H-1-benzopyran), N12CCCCCC2=NCCC1 (1,8-diazabicyclo[5.4.0]undec-7-ene), Cl (hydrochloric acid), C(C)(=O)[O-].[Na+] (sodium acetate). The reagents and catalysts are C1=CC=C(C=C1)P(C2=CC=CC=C2)C3=CC=CC=C3.C1=CC=C(C=C1)P(C2=CC=CC=C2)C3=CC=CC=C3.Cl[Pd]Cl (bis-(triphenylphospine)palladium (II) chloride). Solvent: O (water), CO (methanol), CN1C(CCC1)=O (N-methylpyrrolidinone). The product is O.O=C1C=C(OC2=C1C=CC=C2NC(C2=CC=C(C=C2)OCCCCC2=CC=CC=C2)=O)C2=NN=NN2.O=C2C=C(OC1=C2C=CC=C1NC(C1=CC=C(C=C1)OCCCCC1=CC=CC=C1)=O)C1=NN=NN1 (4-Oxo-8-[4-(4-phenylbutoxy)benzoylamino]-2-(tetrazol-5-yl)-4H-1-benzopyran Hemihydrate). The yield is 78.7%. As a reaction SMILES: [C:1]1([CH2:7][CH2:8][CH2:9][CH2:10][O:11][C:12]2[CH:17]=[CH:16][C:15](Br)=[CH:14][CH:13]=2)[CH:6]=[CH:5][CH:4]=[CH:3][CH:2]=1.[NH2:19][C:20]1[C:29]2[O:28][C:27]([C:30]3[NH:34][N:33]=[N:32][N:31]=3)=[CH:26][C:25](=[O:35])[C:24]=2[CH:23]=[CH:22][CH:21]=1.N12CCCN=C1CCCCC2.Cl.[C:48]([O-])(=[O:50])C.[Na+]>CN1CCCC1=O.O.CO.C1C=CC(P(C2C=CC=CC=2)C2C=CC=CC=2)=CC=1.C1C=CC(P(C2C=CC=CC=2)C2C=CC=CC=2)=CC=1.Cl[Pd]Cl>[OH2:11].[O:35]=[C:25]1[C:24]2[CH:23]=[CH:22][CH:21]=[C:20]([NH:19][C:48](=[O:50])[C:15]3[CH:16]=[CH:17][C:12]([O:11][CH2:10][CH2:9][CH2:8][CH2:7][C:1]4[CH:6]=[CH:5][CH:4]=[CH:3][CH:2]=4)=[CH:13][CH:14]=3)[C:29]=2[O:28][C:27]([C:30]2[NH:34][N:33]=[N:32][N:31]=2)=[CH:26]1.[O:35]=[C:25]1[C:24]2[CH:23]=[CH:22][CH:21]=[C:20]([NH:19][C:48](=[O:50])[C:15]3[CH:16]=[CH:17][C:12]([O:11][CH2:10][CH2:9][CH2:8][CH2:7][C:1]4[CH:6]=[CH:5][CH:4]=[CH:3][CH:2]=4)=[CH:13][CH:14]=3)[C:29]=2[O:28][C:27]([C:30]2[NH:34][N:33]=[N:32][N:31]=2)=[CH:26]1 |f:4.5,9.10.11,12.13.14|. Procedure details: A mixture of 4-(4-phenylbutoxy)bromobenzene (0.50 g, 1.64 mmole), 8-amino-4-oxo-2-(tetrazol-5-yl)-4H-1-benzopyran (0.75 g, 3.28 mmole), bis-(triphenylphospine)palladium (II) chloride (0.135 g, 0.19 mmole) and 1,8-diazabicyclo[5.4.0]undec-7-ene (0.87 g, 5.74 mmole) was stirred in N-methylpyrrolidinone (10 ml) at 100-110° C. under an atmosphere of carbon monoxide at atmospheric pressure for 4.5 hours. The reaction mixture was diluted with water (15 ml) and acidified using concentrated hydrochloric... Starting materials: NC=1C(=NC=CC1)N1CCN(CC1)C(=O)C1=NC=C(C(=O)O)C=C1 (6-[1-(3-Amino-2-pyridyl)piperazine-4-yl-carbonyl]nicotinic acid), C1(CCCCC1)N=C=NC1CCCCC1 (1,3-dicyclohexylcarbodimide), ON1N=NC2=C1C=CC=C2 (1-hydroxybenzotriazole), C(O)CN (ethanolamine). Run in C(Cl)Cl (methylene chloride), O1CCCC1 (tetrahydrofuran), C(Cl)Cl (Methylene chloride). Run at time 2 hour. Yields the product NC=1C(=NC=CC1)N1CCN(CC1)C(=O)C1=NC=C(C=C1)C(NCCO)=O (2-[1-(3-Amino-2-pyridyl)piperazine4-yl-carbonyl]-5-[N-(2-hydroxyethyl)carbamoyl]pyridine). Yield: 78.0%. Reaction SMILES: [NH2:1][C:2]1[C:3]([N:8]2[CH2:13][CH2:12][N:11]([C:14]([C:16]3[CH:24]=[CH:23][C:19]([C:20](O)=[O:21])=[CH:18][N:17]=3)=[O:15])[CH2:10][CH2:9]2)=[N:4][CH:5]=[CH:6][CH:7]=1.C1(N=C=NC2CCCCC2)CCCCC1.ON1C2C=CC=CC=2N=N1.[CH2:50]([CH2:52][NH2:53])[OH:51]>C(Cl)Cl.O1CCCC1>[NH2:1][C:2]1[C:3]([N:8]2[CH2:13][CH2:12][N:11]([C:14]([C:16]3[CH:24]=[CH:23][C:19]([C:20](=[O:21])[NH:53][CH2:52][CH2:50][OH:51])=[CH:18][N:17]=3)=[O:15])[CH2:10][CH2:9]2)=[N:4][CH:5]=[CH:6][CH:7]=1. Reported procedure: 6-[1-(3-Amino-2-pyridyl)piperazine-4-yl-carbonyl]nicotinic acid (0.5 g) was added to a co-solvent of tetrahydrofuran (10 ml) and methylene chloride (10 ml) and with the successive addition of 1,3-dicyclohexylcarbodimide (0.65 g) and 1-hydroxybenzotriazole (0.23 g) at 15˜20° C., the mixture was stirred for 2 hours. With the addition of ethanolamine (0.18 ml), the mixture was stirred again at 20˜25° C. for 2 hours. Methylene chloride (30 ml) was added again to the mixture, washed with water 3 time... Reactants: CN=C=O (methyl isocyanate), OC1=NSC(=N1)OCC1=CC=C(C=C1)Cl (3-hydroxy-5-(p-chlorobenzyloxy)-1,2,4-thiadiazole). Solvent: O1CCCC1 (tetrahydrofuran). Conditions: temperature 20 celsius, time 2 hour. Product: CNC(=O)N1SC(=NC1=O)OCC1=CC=C(C=C1)Cl (2-(N-methylcarbamoyl)-5-(p-chlorobenzyloxy)-1,2,4-thiadiazole-3-one). RXN SMILES: [CH3:1][N:2]=[C:3]=[O:4].[OH:5][C:6]1[N:10]=[C:9]([O:11][CH2:12][C:13]2[CH:18]=[CH:17][C:16]([Cl:19])=[CH:15][CH:14]=2)[S:8][N:7]=1>O1CCCC1>[CH3:1][NH:2][C:3]([N:7]1[C:6](=[O:5])[N:10]=[C:9]([O:11][CH2:12][C:13]2[CH:18]=[CH:17][C:16]([Cl:19])=[CH:15][CH:14]=2)[S:8]1)=[O:4]. Procedure: 5 ml of methyl isocyanate were added to a solution of 12.1 g of 3-hydroxy-5-(p-chlorobenzyloxy)-1,2,4-thiadiazole in 150 ml tetrahydrofuran and the mixture was stirred for 2 hours and 20° C and then concentrated to dryness. The residue was crystallized from ethyl acetate to obtain 7.3g of 2-(N-methylcarbamoyl)-5-(p-chlorobenzyloxy)-1,2,4-thiadiazole-3-one melting at 145° C. Starting materials: O=C([O-])[O-], C=CCN(c1ncnc2nc[nH]c12)C1CCCCC1, CS(C)=O, [K+], [K+], CC1CO1. Product: C=CCN(c1ncnc2c1ncn2CC(C)O)C1CCCCC1. As a reaction SMILES: [C:20](=[O:21])([O-:22])[O-:23].[CH2:1]([CH:2]=[CH2:3])[N:4]([CH:5]1[CH2:6][CH2:7][CH2:8][CH2:9][CH2:10]1)[c:11]1[c:12]2[nH:13][cH:14][n:15][c:16]2[n:17][cH:18][n:19]1.[CH3:30][S:31](=[O:32])[CH3:33].[K+:24].[K+:25].[O:26]1[CH2:27][CH:28]1[CH3:29]>>[CH2:1]([CH:2]=[CH2:3])[N:4]([CH:5]1[CH2:6][CH2:7][CH2:8][CH2:9][CH2:10]1)[c:11]1[c:12]2[n:13][cH:14][n:15]([CH2:27][CH:28]([OH:26])[CH3:29])[c:16]2[n:17][cH:18][n:19]1. Starting materials: [BH3-]C#N, CCOC(=O)c1ccc(C#Cc2ccc3c(c2)C(C)(C)CCC3=O)cc1F, CCCCCC, CCOC(C)=O, CC(=O)O, CC#N, NC1CC1, ClCCl, [Na+]. Product: CCOC(=O)c1ccc(C#Cc2ccc3c(c2)C(C)(C)CCC3NC2CC2)cc1F. As a reaction SMILES: [C:35]([BH3-:36])#[N:37].[CH2:1]([CH3:2])[O:3][C:4]([c:5]1[c:6]([F:26])[cH:7][c:8]([C:11]#[C:12][c:13]2[cH:14][c:15]3[c:20]([cH:21][cH:22]2)[C:19](=[O:23])[CH2:18][CH2:17][C:16]3([CH3:24])[CH3:25])[cH:9][cH:10]1)=[O:27].[CH3:39][CH2:40][CH2:41][CH2:42][CH2:43][CH3:44].[CH3:45][CH2:46][O:47][C:48](=[O:49])[CH3:50].[CH3:51][C:52](=[O:53])[OH:54].[CH3:55][C:56]#[N:57].[CH:31]1([NH2:34])[CH2:32][CH2:33]1.[Cl:28][CH2:29][Cl:30].[Na+:38]>>[CH2:1]([CH3:2])[O:3][C:4]([c:5]1[c:6]([F:26])[cH:7][c:8]([C:11]#[C:12][c:13]2[cH:14][c:15]3[c:20]([cH:21][cH:22]2)[CH:19]([NH:34][CH:31]2[CH2:32][CH2:33]2)[CH2:18][CH2:17][C:16]3([CH3:24])[CH3:25])[cH:9][cH:10]1)=[O:27]. Product: CNC(=NC(N)=O)NCCSCc1nsc(NC(=N)N)n1. Reactants: CNC(=NC#N)NCCSCc1nsc(NC(=N)N)n1, Cl, [Na+], [OH-]. RXN SMILES: [C:1](#[N:2])[N:3]=[C:4]([NH:5][CH2:6][CH2:7][S:8][CH2:9][c:10]1[n:11][s:12][c:13]([NH:15][C:16](=[NH:17])[NH2:18])[n:14]1)[NH:19][CH3:20].[ClH:23].[Na+:22].[OH-:21]>>[C:1]([NH2:2])([N:3]=[C:4]([NH:5][CH2:6][CH2:7][S:8][CH2:9][c:10]1[n:11][s:12][c:13]([NH:15][C:16](=[NH:17])[NH2:18])[n:14]1)[NH:19][CH3:20])=[O:21].